From a dataset of the Open Reaction Database (ORD), a public repository of structured organic reaction records. describe an organic reaction: reactants, conditions, products, and yield The reactants are ClC1=NC2=CC=CC=C2N=C1Cl (2,3-dichloro-quinoxaline), N (ammonia), BrCC(C(=O)OCC)=O (ethyl bromopyruvate), NC1=NC2=CC=CC=C2N=C1Cl (2-amino-3-chloro-quinoxaline). The solvent is C(C)O (ethanol), C(OC)COC (dimethoxy ethane). The product is [Br-].NC1=[N+](C2=CC=CC=C2N=C1Cl)CC(=O)C(=O)OCC (2-amino-1-carbethoxycarbonylmethyl-3-chloro-quinoxalinium bromide). RXN SMILES: [NH2:1][C:2]1[C:11]([Cl:12])=[N:10][C:9]2[C:4](=[CH:5][CH:6]=[CH:7][CH:8]=2)[N:3]=1.ClC1C(Cl)=NC2C(=CC=CC=2)N=1.N.[Br:26][CH2:27][C:28](=[O:34])[C:29]([O:31][CH2:32][CH3:33])=[O:30]>C(O)C.C(COC)OC>[Br-:26].[NH2:1][C:2]1[C:11]([Cl:12])=[N:10][C:9]2[C:4](=[CH:5][CH:6]=[CH:7][CH:8]=2)[N+:3]=1[CH2:27][C:28]([C:29]([O:31][CH2:32][CH3:33])=[O:30])=[O:34] |f:6.7|. Procedure details: A solution of 9 g of 2-amino-3-chloro-quinoxaline [prepared by heating under pressure 2,3-dichloro-quinoxaline and ammonia in ethanol by method of Saikachi et al (Chem. Pharm. Bull. Tokyo (1961), Vol. 9, p. 941], 12 g of ethyl bromopyruvate and 180 ml of dimethoxy ethane was stirred overnight and was filtered to obtain 5.33 of 2-amino-1-carbethoxycarbonylmethyl-3-chloro-quinoxalinium bromide in the form of a pale yellow crystalline solid. The filtrate was held in a refrigerator for 2 days to obt... Reactants: C(C)[C@]1(CC(OCC=2C(N3CC=4C(=NC=5C=C(C(=CC5C4)F)F)C3=CC21)=O)=O)O ((5R)-5-ethyl-9,1 0-difluoro-5-hydroxy-4,5,13,1 5-tetrahydro-1H,3H-oxepino[3′,4′:6,7]indolizino[1,2-b]quinoline-3,15-dione), OO (hydrogen peroxide), Heptahydrated iron (III) sulphate, C(CCCC)=O (valeraldehyde). Run in O (water), S(O)(O)(=O)=O (sulphuric acid), O (water). Conditions: time 5 hour. Yields the product C(CCC)C1=C2C(=NC=3C=C(C(=CC13)F)F)C1=CC3=C(C(N1C2)=O)COC(C[C@]3(O)CC)=O ((5R)-12-butyl-5-ethyl-9,10-difluoro-5-hydroxy-4,5,13,15-tetrahydro-1H,3H-oxepino[3′,4′:6,7]indolizino[1,2-b]quinoline-3,15-dione). As a reaction SMILES: [CH2:1]([C@:3]1([OH:29])[C:26]2[CH:25]=[C:24]3[N:10]([CH2:11][C:12]4[C:13]3=[N:14][C:15]3[CH:16]=[C:17]([F:23])[C:18]([F:22])=[CH:19][C:20]=3[CH:21]=4)[C:9](=[O:27])[C:8]=2[CH2:7][O:6][C:5](=[O:28])[CH2:4]1)[CH3:2].[CH:30](=O)[CH2:31][CH2:32][CH2:33]C.OO>O.S(=O)(=O)(O)O>[CH2:30]([C:21]1[C:20]2[CH:19]=[C:18]([F:22])[C:17]([F:23])=[CH:16][C:15]=2[N:14]=[C:13]2[C:24]3[N:10]([CH2:11][C:12]=12)[C:9](=[O:27])[C:8]1[CH2:7][O:6][C:5](=[O:28])[CH2:4][C@@:3]([CH2:1][CH3:2])([OH:29])[C:26]=1[CH:25]=3)[CH2:31][CH2:32][CH3:33]. Procedure: The product of Stage 95d (100 mg; 0.25 mmol) is dissolved in a mixture of water (1.33 ml) and sulphuric acid at 95% (1 ml). Heptahydrated iron (III) sulphate (28 mg; 0.10 mmol); valeraldehyde (0.17 ml; 1.60 mmol) are added to this solution and the resulting solution is cooled down with an ice bath. The reaction medium is then treated dropwise with hydrogen peroxide at 30% (0.38 ml; 1 mmol); agitated for 5 hours at ambient temperature, then diluted with water (50 ml) and extracted with dichlorome... Procedure: A mixture of 2-(3-(2,6-dimethylbenzyloxy)-2-methoxyphenyl)acetonitrile (Step D, 3.2 g, 12.7 mmol), sodium azide (0.86 g, 13.2 mmol) and ammonium chloride (0.696 g, 13.0 mmol) in dry DMF (10 ml) was heated under argon at 90° C. for 16 hours or until all the starting material is consumed, the reaction mixture was cooled, and concentrated under reduced pressure and purified by flash chromatography on a silica gel column (chloroform:methanol 9:1) to give semi solid product. The semi solid was stirre... Conditions: temperature 90 celsius. The solvent is CN(C)C=O (DMF), CCCCCC (hexane). Yields the product CC1=C(COC=2C(=C(CC3=NN=NN3)C=CC2)OC)C(=CC=C1)C (5-(3-(2,6-Dimethylbenzyloxy)-2-methoxybenzyl)-1H-tetrazole). Reaction SMILES: [CH3:1][C:2]1[CH:20]=[CH:19][CH:18]=[C:17]([CH3:21])[C:3]=1[CH2:4][O:5][C:6]1[C:7]([O:15][CH3:16])=[C:8]([CH2:12][C:13]#[N:14])[CH:9]=[CH:10][CH:11]=1.[N-:22]=[N+:23]=[N-:24].[Na+].[Cl-].[NH4+].C(OCC)(=O)C>CN(C=O)C.CCCCCC>[CH3:1][C:2]1[CH:20]=[CH:19][CH:18]=[C:17]([CH3:21])[C:3]=1[CH2:4][O:5][C:6]1[C:7]([O:15][CH3:16])=[C:8]([CH:9]=[CH:10][CH:11]=1)[CH2:12][C:13]1[NH:24][N:23]=[N:22][N:14]=1 |f:1.2,3.4|. Starting materials: C(C)(=O)OCC (ethyl acetate), CC1=C(COC=2C(=C(C=CC2)CC#N)OC)C(=CC=C1)C (2-(3-(2,6-dimethylbenzyloxy)-2-methoxyphenyl)acetonitrile), [N-]=[N+]=[N-].[Na+] (sodium azide), [Cl-].[NH4+] (ammonium chloride). Reactants: ClCCN1CCCCC1, Cl, [K+], [K+], O=C([O-])[O-], CN(C)C=O, Oc1ccc(-n2cccc2)cc1. RXN SMILES: [Cl:14][CH2:15][CH2:16][N:17]1[CH2:18][CH2:19][CH2:20][CH2:21][CH2:22]1.[ClH:13].[K+:23].[K+:24].[O-:25][C:26]([O-:27])=[O:28].[O:29]=[CH:30][N:31]([CH3:32])[CH3:33].[n:1]1(-[c:6]2[cH:7][cH:8][c:9]([OH:12])[cH:10][cH:11]2)[cH:2][cH:3][cH:4][cH:5]1>>[n:1]1(-[c:6]2[cH:7][cH:8][c:9]([O:12][CH2:15][CH2:16][N:17]3[CH2:18][CH2:19][CH2:20][CH2:21][CH2:22]3)[cH:10][cH:11]2)[cH:2][cH:3][cH:4][cH:5]1. The product is c1ccn(-c2ccc(OCCN3CCCCC3)cc2)c1. Starting materials: C1(=CC=C(C=C1)COC1=CC=C(C=C1)CC(=O)O)C1=CC=CC=C1 (4-(4-Biphenylylmethoxy)phenylacetic acid), NCCN(C(OC(C)(C)C)=O)C (tert-butyl 2-aminoethyl(methyl)carbamate), CCN=C=NCCCN(C)C (WSC), ON1N=NC2=C1C=CC=C2 (1-hydroxybenzotriazole). Run in C1CCOC1 (THF), C(C)N(CC)CC (triethylamine). Reaction conditions: time 20 hour. Yields the product C1(=CC=C(C=C1)COC1=CC=C(C=C1)CC(=O)NCCN(C(OC(C)(C)C)=O)C)C1=CC=CC=C1 (tert-Butyl 2-[4-(4-biphenylylmethoxy)phenylacetylamino]ethyl(methyl)carbamate). Yield: 39.5%. RXN SMILES: [C:1]1([C:19]2[CH:24]=[CH:23][CH:22]=[CH:21][CH:20]=2)[CH:6]=[CH:5][C:4]([CH2:7][O:8][C:9]2[CH:14]=[CH:13][C:12]([CH2:15][C:16](O)=[O:17])=[CH:11][CH:10]=2)=[CH:3][CH:2]=1.[NH2:25][CH2:26][CH2:27][N:28]([CH3:36])[C:29](=[O:35])[O:30][C:31]([CH3:34])([CH3:33])[CH3:32].CCN=C=NCCCN(C)C.ON1C2C=CC=CC=2N=N1>C1COCC1.C(N(CC)CC)C>[C:1]1([C:19]2[CH:20]=[CH:21][CH:22]=[CH:23][CH:24]=2)[CH:6]=[CH:5][C:4]([CH2:7][O:8][C:9]2[CH:14]=[CH:13][C:12]([CH2:15][C:16]([NH:25][CH2:26][CH2:27][N:28]([CH3:36])[C:29](=[O:35])[O:30][C:31]([CH3:32])([CH3:33])[CH3:34])=[O:17])=[CH:11][CH:10]=2)=[CH:3][CH:2]=1. Procedure: 4-(4-Biphenylylmethoxy)phenylacetic acid (1.51 g), tert-butyl 2-aminoethyl(methyl)carbamate (826 mg), WSC (1 g), 1-hydroxybenzotriazole (798 mg), and triethylamine (2.2 ml) were added to THF (90 ml). The reaction mixture was stirred at room temperature for 20 hr and poured onto water, followed by extraction with ethyl acetate-THF (1:1). The organic layer was washed with water, saturated aqueous sodium bicarbonate, and saturated aqueous sodium chloride sequentially, dried with sodium sulfate, and...